Dataset: the Open Reaction Database (ORD), a public repository of structured organic reaction records. Task: describe an organic reaction: reactants, conditions, products, and yield The yield is 57738.3%. The product is N1=CC=C(C=C1)C=1OC=NN1 (2-(4-pyridyl)-[1,3,4]oxadiazole). Procedure details: A mixture of the isonicotinic hydrazide (13.7 g, 100 mmol), triethylorthoformate (60 ml) and p-toluenesulfonic acid (30 mg) was heated at 130° C. for 12 hours. Excess triethylorthoformate was removed under vacuum. The residue was crystallized from ethyl acetate to give 2-(4-pyridyl)-[1,3,4]oxadiazole (14.8 g); H1 NMR [(CD3)2SO]: δ 9.46 (1H, s), 8.8 (2H, dd), 7.9 (2H, dd). Reactants: C(C1=CC=NC=C1)(=O)NN (isonicotinic hydrazide), C1(=CC=C(C=C1)S(=O)(=O)O)C (p-toluenesulfonic acid). Run in C(C)OC(OCC)OCC (triethylorthoformate). Reaction SMILES: [C:1]([NH:9][NH2:10])(=[O:8])[C:2]1[CH:7]=[CH:6][N:5]=[CH:4][CH:3]=1.[C:11]1(C)C=CC(S(O)(=O)=O)=CC=1>C(OC(OCC)OCC)C>[N:5]1[CH:6]=[CH:7][C:2]([C:1]2[O:8][CH:11]=[N:10][N:9]=2)=[CH:3][CH:4]=1. Reaction conditions: temperature 130 celsius. The reactants are C([O-])(O)=O.[Na+] (sodium bicarbonate), BrC=1C(=NC=C(C1)F)N (3-bromo-5-fluoropyridin-2-amine), ClC(=C[O-])C(=O)OCC.[K+] (potassium 2-chloro-3-ethoxy-3-oxoprop-1-en-1-olate), S(O)(O)(=O)=O (sulfuric acid). Solvent: CC(C)O (2-propanol). Run at temperature 90 celsius. Product: BrC=1C=2N(C=C(C1)F)C(=CN2)C(=O)OCC (ethyl 8-bromo-6-fluoroimidazo[1,2-a]pyridine-3-carboxylate). The yield is 79.8%. As a reaction SMILES: [Br:1][C:2]1[C:3]([NH2:9])=[N:4][CH:5]=[C:6]([F:8])[CH:7]=1.Cl[C:11]([C:14]([O:16][CH2:17][CH3:18])=[O:15])=[CH:12][O-].[K+].S(=O)(=O)(O)O.C(=O)(O)[O-].[Na+]>CC(O)C>[Br:1][C:2]1[C:3]2[N:4]([C:11]([C:14]([O:16][CH2:17][CH3:18])=[O:15])=[CH:12][N:9]=2)[CH:5]=[C:6]([F:8])[CH:7]=1 |f:1.2,4.5|. Procedure details: A mixture of 3-bromo-5-fluoropyridin-2-amine (3.0 g), potassium 2-chloro-3-ethoxy-3-oxoprop-1-en-1-olate (7.4 g), sulfuric acid (0.84 mL) and 2-propanol (60 mL) was heated at 90° C. for 3 days. To the reaction mixture was added saturated aqueous sodium bicarbonate solution, and the mixture was extracted with ethyl acetate. The extract was dried over anhydrous magnesium sulfate, and the solvent was evaporated under reduced pressure. The residue was suspended in ethanol, and the obtained solid was... As a reaction SMILES: Cl[C:2]1[C:7]([N+:8]([O-])=O)=[C:6](Cl)[N:5]=[C:4]([S:12][CH3:13])[N:3]=1.[CH2:14]([NH:21][CH3:22])[C:15]1[CH:20]=[CH:19][CH:18]=[CH:17][CH:16]=1.[CH2:23]([C:25]1[NH:26][CH:27]=[CH:28][N:29]=1)[CH3:24].[Sn](Cl)Cl.[C:33](N1C=CN=C1)(N1C=CN=C1)=[O:34]>>[CH2:23]([C:25]1[N:29]2[C:28]([C:33](=[O:34])[NH:8][C:7]3[C:2]([N:21]([CH3:22])[CH2:14][C:15]4[CH:20]=[CH:19][CH:18]=[CH:17][CH:16]=4)=[N:3][C:4]([S:12][CH3:13])=[N:5][C:6]=32)=[CH:27][N:26]=1)[CH3:24]. The product is C(C)C1=NC=C2C(NC=3C(=NC(=NC3N21)SC)N(CC2=CC=CC=C2)C)=O (9-Ethyl-4-[N-(phenylmethyl)methylamino]-2-(methylthio)imidazo[5,1-h]-pteridin-6(5H)-one). Procedure: Prepared by treatment of 4,6-dichloro-5-nitro-2-(methylthio)pyrimidine with N-benzyl methylamine, followed by reaction with 2-ethylimidazole, reduction with tin (II) chloride, and cyclization with carbonyldiimidazole. Starting materials: ClC1=NC(=NC(=C1[N+](=O)[O-])Cl)SC (4,6-dichloro-5-nitro-2-(methylthio)pyrimidine), C(C1=CC=CC=C1)NC (N-benzyl methylamine), C(C)C=1NC=CN1 (2-ethylimidazole), [Sn](Cl)Cl (tin (II) chloride), C(=O)(N1C=NC=C1)N1C=NC=C1 (carbonyldiimidazole).